This data is from the Open Reaction Database (ORD), a public repository of structured organic reaction records. The task is: describe an organic reaction: reactants, conditions, products, and yield Starting materials: CC1=CC=C(C=C1)S(=O)(=O)OC[C@H]1COC2=C(O1)C=C(C=C2F)S(=O)(=O)C ([(2R)-5-fluoro-7-(methylsulfonyl)-2,3-dihydro-1,4-benzodioxin-2-yl]methyl 4-methylbenzenesulfonate), C(CC)N (propan-1-amine). Run in C(C)#N (ACN). Reaction conditions: temperature 120 celsius. The product is FC1=CC(=CC=2O[C@H](COC21)CNCCC)S(=O)(=O)C (N-{[(2S)-5-FLUORO-7-(METHYLSULFONYL)-2,3-DIHYDRO-1,4-BENZODIOXIN-2-YL]METHYL}-PROPAN-1-AMINE). RXN SMILES: CC1C=CC(S(O[CH2:12][C@@H:13]2[O:18][C:17]3[CH:19]=[C:20]([S:24]([CH3:27])(=[O:26])=[O:25])[CH:21]=[C:22]([F:23])[C:16]=3[O:15][CH2:14]2)(=O)=O)=CC=1.[CH2:28]([NH2:31])[CH2:29][CH3:30]>C(#N)C>[F:23][C:22]1[C:16]2[O:15][CH2:14][C@H:13]([CH2:12][NH:31][CH2:28][CH2:29][CH3:30])[O:18][C:17]=2[CH:19]=[C:20]([S:24]([CH3:27])(=[O:25])=[O:26])[CH:21]=1. Reported procedure: A mixture of [(2R)-5-fluoro-7-(methylsulfonyl)-2,3-dihydro-1,4-benzodioxin-2-yl]methyl 4-methylbenzenesulfonate (0.2 g, 0.5 mmol), propan-1-amine (1 ml) and ACN (3 ml) was heated under microwave radiation at 120° C. for 20 min. Purification on SCX-3 column (TEA/MeOH) and by flash chromatography (isooctane/EtOAc/MeOH). Yield: 0.12 g, 79%. The amine was converted to the hydrochloric acid salt and crystallized from MeOH/Et2O. M.p. 192° C. MS m/z (rel. intensity, 70 eV) 303 (M+, 2), 73 (5), 72 (bp),...